From a dataset of the Open Reaction Database (ORD), a public repository of structured organic reaction records. describe an organic reaction: reactants, conditions, products, and yield Starting materials: O=Cc1cccc(OCCCN2C(=O)c3ccccc3C2=O)c1, OCCO, Cc1ccc(S(=O)(=O)O)cc1, c1ccccc1. Product: O=C1c2ccccc2C(=O)N1CCCOc1cccc(C2OCCO2)c1. RXN SMILES: [CH:1](=[O:2])[c:3]1[cH:4][c:5]([O:6][CH2:7][CH2:8][CH2:9][N:10]2[C:11](=[O:20])[c:12]3[c:13]([cH:16][cH:17][cH:18][cH:19]3)[C:14]2=[O:15])[cH:21][cH:22][cH:23]1.[OH:24][CH2:25][CH2:26][OH:27].[c:28]1([CH3:29])[cH:30][cH:31][c:32]([S:33]([OH:34])(=[O:35])=[O:36])[cH:37][cH:38]1.[cH:39]1[cH:40][cH:41][cH:42][cH:43][cH:44]1>>[CH:1]1([c:3]2[cH:4][c:5]([O:6][CH2:7][CH2:8][CH2:9][N:10]3[C:11](=[O:20])[c:12]4[c:13]([cH:16][cH:17][cH:18][cH:19]4)[C:14]3=[O:15])[cH:21][cH:22][cH:23]2)[O:2][CH2:26][CH2:25][O:24]1. Reactants: FC=1C=C(C(=O)O)C=CC1C (3-fluoro-4-methylbenzoic acid), S(O)(O)(=O)=O (sulfuric acid), C(C)O (ethanol), O (water), C(O)([O-])=O.[Na+] (sodium hydrogen carbonate). Run at temperature 0 celsius. Yields the product FC=1C=C(C(=O)OCC)C=CC1C (ethyl 3-fluoro-4-methylbenzoate). Yield: 94.4%. As a reaction SMILES: [F:1][C:2]1[CH:3]=[C:4]([CH:8]=[CH:9][C:10]=1[CH3:11])[C:5]([OH:7])=[O:6].S(=O)(=O)(O)O.O.C(=O)([O-])O.[Na+].[CH2:23](O)[CH3:24]>>[F:1][C:2]1[CH:3]=[C:4]([CH:8]=[CH:9][C:10]=1[CH3:11])[C:5]([O:7][CH2:23][CH3:24])=[O:6] |f:3.4|. Procedure details: To a solution of 3-fluoro-4-methylbenzoic acid (7.707 g, 50.00 mmol) in ethanol (35 ml) was added concentrated sulfuric acid (1.5 ml), and the mixture was heated under reflux for 6 hrs. The reaction mixture was cooled to 0° C., iced water and saturated aqueous sodium hydrogen carbonate were added, and the mixture was extracted twice with diethyl ether. The combined organic layer was washed twice with saturated aqueous sodium hydrogen carbonate and once with saturated brine, dried over anhydrous ... Starting materials: C(C1=CC=CC=C1)N(C[Si](C)(C)C)COC (N-benzyl-N-methoxymethyl-N-(trimethylsilylmethyl)amine), ice, C1(C=CC(N1)=O)=O (maleimide), FC(C(=O)O)(F)F (trifluoroacetic acid). Solvent: ClCCl (dichloromethane), ClCCl (dichloromethane). Reaction conditions: time 27 hour. The product is C(C1=CC=CC=C1)N1C[C@@H]2[C@H](C1)C(NC2=O)=O ((3aR,6aS)-5-benzyltetrahydropyrrolo[3,4-c]pyrrole-1,3(2H,3aH)-dione). Yield: 90.6%. Reaction SMILES: [CH2:1]([N:8]([CH2:14]OC)[CH2:9][Si](C)(C)C)[C:2]1[CH:7]=[CH:6][CH:5]=[CH:4][CH:3]=1.[C:17]1(=[O:23])[NH:21][C:20](=[O:22])[CH:19]=[CH:18]1.FC(F)(F)C(O)=O>ClCCl>[CH2:1]([N:8]1[CH2:9][C@@H:19]2[C:20](=[O:22])[NH:21][C:17](=[O:23])[C@@H:18]2[CH2:14]1)[C:2]1[CH:3]=[CH:4][CH:5]=[CH:6][CH:7]=1. Reported procedure: A solution of N-benzyl-N-methoxymethyl-N-(trimethylsilylmethyl)amine (76.68 g, 0.29 mol, prepared as in Organic Syntheses (1989), 67, 133-140) in dichloromethane (130 mL) was added to an ice-cooled mixture of maleimide (25.53. g, 0.26 mol) and trifluoroacetic acid (2.2 mL, 0.028 mol) in dichloromethane (350 ml) over 40 min so that the reaction temperature remained between 0-5° C. The resulting bright yellow solution was allowed to warm gradually and stirred at room temperature for 27 h. The mixt... The reactants are COS(=O)(=O)OC, [K], O=[N+]([O-])c1nc([N+](=O)[O-])c([N+](=O)[O-])[nH]1, O. Product: Cn1c([N+](=O)[O-])nc([N+](=O)[O-])c1[N+](=O)[O-]. RXN SMILES: [CH3:16][O:17][S:18]([O:19][CH3:20])(=[O:21])=[O:22].[K:1].[N+:2](=[O:3])([O-:4])[c:5]1[c:6]([N+:13](=[O:14])[O-:15])[n:7][c:8]([N+:10](=[O:11])[O-:12])[nH:9]1.[OH2:23]>>[N+:2](=[O:3])([O-:4])[c:5]1[c:6]([N+:13](=[O:14])[O-:15])[n:7][c:8]([N+:10](=[O:11])[O-:12])[n:9]1[CH3:16]. Reactants: CCC(=O)OC(=O)CC, CCOC(=O)CC#N, CCC(=O)O, O=N[O-], [Na+], O. Product: CCOC(=O)C(C#N)NC(=O)CC. Reaction SMILES: [C:18]([O:19][C:20](=[O:21])[CH2:22][CH3:23])(=[O:24])[CH2:25][CH3:26].[C:5](#[N:6])[CH2:7][C:8](=[O:9])[O:10][CH2:11][CH3:12].[CH3:13][CH2:14][C:15]([OH:16])=[O:17].[N:1]([O-:2])=[O:3].[Na+:4].[OH2:27]>>[NH:1]([CH:7]([C:5]#[N:6])[C:8](=[O:9])[O:10][CH2:11][CH3:12])[C:15]([CH2:14][CH3:13])=[O:17].